Dataset: the Open Reaction Database (ORD), a public repository of structured organic reaction records. Task: describe an organic reaction: reactants, conditions, products, and yield Reactants: C(C)(=O)OCC (ethyl acetate), OC1=CC=C(C=C1)N1C(=NC(=C(C1=O)CC1=CC=C(C=C1)C=1C(=CC=CC1)C#N)CCC)C (4′-{[1-(4-hydroxyphenyl)-2-methyl-6-oxo-4-propyl-1,6-dihydropyrimidin-5-yl]methyl}biphenyl-2-carbonitrile), BrC(CC)CC (3-bromopentane), C([O-])([O-])=O.[Cs+].[Cs+] (cesium carbonate). Run in O (water), CN(C=O)C (N,N-dimethylformamide). Run at temperature 80 celsius, time 5 hour. Yields the product C(C)C(CC)OC1=CC=C(C=C1)N1C(=NC(=C(C1=O)CC1=CC=C(C=C1)C=1C(=CC=CC1)C#N)CCC)C (4′-({1-[4-(1-ethylpropoxy)phenyl]-2-methyl-6-oxo-4-propyl-1,6-dihydropyrimidin-5-yl}methyl)biphenyl-2-carbonitrile). RXN SMILES: [OH:1][C:2]1[CH:7]=[CH:6][C:5]([N:8]2[C:13](=[O:14])[C:12]([CH2:15][C:16]3[CH:21]=[CH:20][C:19]([C:22]4[C:23]([C:28]#[N:29])=[CH:24][CH:25]=[CH:26][CH:27]=4)=[CH:18][CH:17]=3)=[C:11]([CH2:30][CH2:31][CH3:32])[N:10]=[C:9]2[CH3:33])=[CH:4][CH:3]=1.Br[CH:35]([CH2:38][CH3:39])[CH2:36][CH3:37].C(=O)([O-])[O-].[Cs+].[Cs+].C(OCC)(=O)C>CN(C)C=O.O>[CH2:36]([CH:35]([O:1][C:2]1[CH:3]=[CH:4][C:5]([N:8]2[C:13](=[O:14])[C:12]([CH2:15][C:16]3[CH:21]=[CH:20][C:19]([C:22]4[C:23]([C:28]#[N:29])=[CH:24][CH:25]=[CH:26][CH:27]=4)=[CH:18][CH:17]=3)=[C:11]([CH2:30][CH2:31][CH3:32])[N:10]=[C:9]2[CH3:33])=[CH:6][CH:7]=1)[CH2:38][CH3:39])[CH3:37] |f:2.3.4|. Procedure: To a solution of 4′-{[1-(4-hydroxyphenyl)-2-methyl-6-oxo-4-propyl-1,6-dihydropyrimidin-5-yl]methyl}biphenyl-2-carbonitrile (1.0 g) and 3-bromopentane (1.40 mL) in N,N-dimethylformamide (10 mL) was added cesium carbonate (1.5 g), and the mixture was stirred at 80° C. for 5 hr. The reaction mixture was allowed to cool to room temperature, ethyl acetate and water were added, and the aqueous layer was extracted with ethyl acetate. The organic layer was washed with saturated brine and dried over anhy... Starting materials: Cl.NO (hydroxylamine hydrochloride), C(C)(=O)[O-].[Na+] (sodium acetate), ClC=1C=C(C=CC1)C=1C2=C(N(C(N1)=O)CC)N=C(C=C2)C=O (4-(3-Chlorophenyl)-1-ethyl-2-oxo-1,2-dihydropyrido[2,3-d]pyrimidine-7-carbaldehyde). The solvent is CO (methanol). Reaction conditions: time 8 hour. The product is ClC=1C=C(C=CC1)C=1C2=C(N(C(N1)=O)CC)N=C(C=C2)C=NO (4-(3-chlorophenyl)-1-ethyl-7-hydroxyiminomethylpyrido[2,3-d]pyrimidin-2(1H)-one). The yield is 17.9%. RXN SMILES: [Cl:1][C:2]1[CH:3]=[C:4]([C:8]2[C:9]3[CH:20]=[CH:19][C:18]([CH:21]=O)=[N:17][C:10]=3[N:11]([CH2:15][CH3:16])[C:12](=[O:14])[N:13]=2)[CH:5]=[CH:6][CH:7]=1.Cl.[NH2:24][OH:25].C([O-])(=O)C.[Na+]>CO>[Cl:1][C:2]1[CH:3]=[C:4]([C:8]2[C:9]3[CH:20]=[CH:19][C:18]([CH:21]=[N:24][OH:25])=[N:17][C:10]=3[N:11]([CH2:15][CH3:16])[C:12](=[O:14])[N:13]=2)[CH:5]=[CH:6][CH:7]=1 |f:1.2,3.4|. Procedure details: 4-(3-Chlorophenyl)-1-ethyl-2-oxo-1,2-dihydropyrido[2,3-d]pyrimidine-7-carbaldehyde (900 mg, 2.9 mmol) was dissolved in 10 ml of methanol, 420 mg (6.0 mmol) of hydroxylamine hydrochloride and 550 mg (6.7 mmol) of sodium acetate were added thereto, followed by stirring overnight at room temperature. The insoluble matter was washed with water and chloroform and recrystallized from dimethylformamide-acetonitrile to give 171 mg (18%) of 4-(3-chlorophenyl)-1-ethyl-7-hydroxyiminomethylpyrido[2,3-d]pyri... Reactants: O=C1CCC(=O)N1Br, O=C(OOC(=O)c1ccccc1)c1ccccc1, ClC(Cl)(Cl)Cl, NC(=O)CC1CC(=O)c2ccc(F)cc21, c1ccccc1. Yields the product NC(=O)C=C1CC(=O)c2ccc(F)cc21. As a reaction SMILES: [Br:16][N:17]1[C:18](=[O:19])[CH2:20][CH2:21][C:22]1=[O:23].[C:24]([O:25][O:26][C:27](=[O:28])[c:29]1[cH:30][cH:31][cH:32][cH:33][cH:34]1)(=[O:35])[c:36]1[cH:37][cH:38][cH:39][cH:40][cH:41]1.[Cl:42][C:43]([Cl:44])([Cl:45])[Cl:46].[F:1][c:2]1[cH:3][cH:4][c:5]2[c:9]([cH:10]1)[CH:8]([CH2:11][C:12](=[O:13])[NH2:14])[CH2:7][C:6]2=[O:15].[cH:47]1[cH:48][cH:49][cH:50][cH:51][cH:52]1>>[F:1][c:2]1[cH:3][cH:4][c:5]2[c:9]([cH:10]1)[C:8](=[CH:11][C:12](=[O:13])[NH2:14])[CH2:7][C:6]2=[O:15]. Starting materials: Br, CC(=O)O, CC#CC(=O)c1cc(OC)c(OC)c(OC)c1. Yields the product COc1cc(C(=O)C=C(C)Br)cc(OC)c1OC. RXN SMILES: [BrH:18].[C:19]([OH:20])(=[O:21])[CH3:22].[CH3:1][O:2][c:3]1[cH:4][c:5]([C:13]([C:14]#[C:15][CH3:16])=[O:17])[cH:6][c:7]([O:11][CH3:12])[c:8]1[O:9][CH3:10]>>[CH3:1][O:2][c:3]1[cH:4][c:5]([C:13]([CH:14]=[C:15]([CH3:16])[Br:18])=[O:17])[cH:6][c:7]([O:11][CH3:12])[c:8]1[O:9][CH3:10]. Starting materials: COc1ccc(S(=O)(=O)N(Cc2cccnc2)C(C(=O)NOCc2ccccc2)C(C)C)cc1, [H][H]. The product is COc1ccc(S(=O)(=O)N(Cc2cccnc2)C(C(=O)NO)C(C)C)cc1. RXN SMILES: [CH2:1]([c:2]1[cH:3][cH:4][cH:5][cH:6][cH:7]1)[O:8][NH:9][C:10]([CH:11]([CH:12]([CH3:13])[CH3:14])[N:15]([CH2:16][c:17]1[cH:18][n:19][cH:20][cH:21][cH:22]1)[S:23](=[O:24])(=[O:25])[c:26]1[cH:27][cH:28][c:29]([O:32][CH3:33])[cH:30][cH:31]1)=[O:34].[H:35][H:36]>>[OH:8][NH:9][C:10]([CH:11]([CH:12]([CH3:13])[CH3:14])[N:15]([CH2:16][c:17]1[cH:18][n:19][cH:20][cH:21][cH:22]1)[S:23](=[O:24])(=[O:25])[c:26]1[cH:27][cH:28][c:29]([O:32][CH3:33])[cH:30][cH:31]1)=[O:34]. RXN SMILES: [CH3:1][C:2]1[N:7]=[C:6]2[S:8][C:9]3[CH2:14][CH2:13][CH2:12][CH2:11][C:10]=3[C:5]2=[C:4]([C:15]2[CH:20]=[CH:19][C:18]([CH3:21])=[CH:17][CH:16]=2)[C:3]=1[CH2:22][C:23]([O:25][CH3:26])=[O:24].[Li+].C[Si]([N-][Si](C)(C)C)(C)C.[CH2:37]1[CH2:41]OC[CH2:38]1.ICCC>CN(C=O)C>[CH3:1][C:2]1[N:7]=[C:6]2[S:8][C:9]3[CH2:14][CH2:13][CH2:12][CH2:11][C:10]=3[C:5]2=[C:4]([C:15]2[CH:16]=[CH:17][C:18]([CH3:21])=[CH:19][CH:20]=2)[C:3]=1[CH:22]([CH2:38][CH2:37][CH3:41])[C:23]([O:25][CH3:26])=[O:24] |f:1.2|. Procedure: This compound was prepared according to the procedure C from methyl [2-methyl-4-p-tolyl-5,6,7,8-tetrahydro[1]benzothieno[2,3-b]pyridin-3-yl]acetate (0.120 g; 0.328 mmol), LHMDS 1N in THF (0.362 mL; 0.362 mmol), 1-iodopropane (0.054 mL; 0.554 mmol) in DMF (5 mL) for 3.5 h. Purification by flash chromatography on silica gel using a gradient of ethyl acetate (5-15%) in heptane furnished 0.101 g (75%) of the title compound as a white solid. The reactants are CC1=C(C(=C2C(=N1)SC1=C2CCCC1)C1=CC=C(C=C1)C)CC(=O)OC (methyl [2-methyl-4-p-tolyl-5,6,7,8-tetrahydro[1]benzothieno[2,3-b]pyridin-3-yl]acetate), [Li+].C[Si](C)(C)[N-][Si](C)(C)C (LHMDS), C1CCOC1 (THF), ICCC (1-iodopropane). The solvent is CN(C)C=O (DMF). Yield: 75.6%. Product: CC1=C(C(=C2C(=N1)SC1=C2CCCC1)C1=CC=C(C=C1)C)C(C(=O)OC)CCC (Methyl 2-[2-methyl-4-p-tolyl-5,6,7,8-tetrahydro[1]benzothieno[2,3-b]pyridin-3-yl]pentanoate).